Dataset: the Open Reaction Database (ORD), a public repository of structured organic reaction records. Task: describe an organic reaction: reactants, conditions, products, and yield Reactants: [Br-], C1CCOC1, CC(C)(C)[O-], Cl, CCCCCC1COc2cc(C[P+](c3ccccc3)(c3ccccc3)c3ccccc3)c(F)cc2C1, O=CC1=Cc2cc(F)cc(F)c2OC1, [K+], O. Yields the product CCCCCC1COc2cc(C=CC3=Cc4cc(F)cc(F)c4OC3)c(F)cc2C1. As a reaction SMILES: [Br-:1].[CH2:59]1[O:60][CH2:61][CH2:62][CH2:63]1.[CH3:38][C:39]([CH3:40])([O-:41])[CH3:42].[ClH:58].[F:2][c:3]1[cH:4][c:5]2[c:10]([cH:11][c:12]1[CH2:13][P+:14]([c:15]1[cH:16][cH:17][cH:18][cH:19][cH:20]1)([c:21]1[cH:22][cH:23][cH:24][cH:25][cH:26]1)[c:27]1[cH:28][cH:29][cH:30][cH:31][cH:32]1)[O:9][CH2:8][CH:7]([CH2:33][CH2:34][CH2:35][CH2:36][CH3:37])[CH2:6]2.[F:44][c:45]1[cH:46][c:47]2[c:52]([c:53]([F:55])[cH:54]1)[O:51][CH2:50][C:49]([CH:56]=[O:57])=[CH:48]2.[K+:43].[OH2:64]>>[F:2][c:3]1[cH:4][c:5]2[c:10]([cH:11][c:12]1[CH:13]=[CH:56][C:49]1=[CH:48][c:47]3[cH:46][c:45]([F:44])[cH:54][c:53]([F:55])[c:52]3[O:51][CH2:50]1)[O:9][CH2:8][CH:7]([CH2:33][CH2:34][CH2:35][CH2:36][CH3:37])[CH2:6]2. The reactants are CC(C)COC(=O)c1cc(Cl)c(N)c(Cl)c1, O. Yields the product Nc1c(Cl)cccc1Cl. RXN SMILES: [Cl:1][c:2]1[cH:3][c:4]([C:5]([O:6][CH2:7][CH:8]([CH3:9])[CH3:10])=[O:11])[cH:12][c:13]([Cl:16])[c:14]1[NH2:15].[OH2:17]>>[Cl:1][c:2]1[cH:3][cH:4][cH:12][c:13]([Cl:16])[c:14]1[NH2:15]. The reactants are B#B (diborane), [OH-].[Na+] (sodium hydroxide), ClC1=CC=C(C=C1)C1=CC=C(C=C1)C(CC(=O)N)C (3-(4'-chloro-4-biphenylyl)butyramide), Cl (hydrochloric acid). Run in C1CCOC1 (THF), O (water), C(C)(=O)OCC (ethyl acetate), C1CCOC1 (THF). Reaction conditions: time 2 hour. The product is Cl.ClC1=CC=C(C=C1)C1=CC=C(C=C1)C(CCN)C (3-(4'-chloro-4-biphenylyl)-butylamine. Hydrochloride). Reaction SMILES: [Cl:1][C:2]1[CH:7]=[CH:6][C:5]([C:8]2[CH:13]=[CH:12][C:11]([CH:14]([CH3:19])[CH2:15][C:16]([NH2:18])=O)=[CH:10][CH:9]=2)=[CH:4][CH:3]=1.B#B.Cl.[OH-].[Na+]>C1COCC1.C(OCC)(=O)C.O>[ClH:1].[Cl:1][C:2]1[CH:3]=[CH:4][C:5]([C:8]2[CH:13]=[CH:12][C:11]([CH:14]([CH3:19])[CH2:15][CH2:16][NH2:18])=[CH:10][CH:9]=2)=[CH:6][CH:7]=1 |f:3.4,8.9|. Procedure: A solution of 27.5 g of 3-(4'-chloro-4-biphenylyl)butyramide [m.p. 185°-187°; obtainable from p-chlorobiphenyl via 4-acetyl-4'-chlorobiphenyl (m.p. 100°-103°), 3-(4'-chloro-4-biphenylyl)-3-hydroxybutyric acid ethyl ester (m.p. 71°-74°) and 3-(4'-chloro-4-biphenylyl)-butyric acid (m.p. 154°-156°)] in 300 ml of THF is added dropwise, while stirring, to a solution of 4.6 g of diborane in 50 ml of THF, and the mixture is boiled for two hours, cooled and treated with 25% hydrochloric acid. It is then... The reactants are ClCCCN1S(N(C2=C(C1)C=CC=C2)C2=CC(=CC=C2)F)(=O)=O (3-(3-chloropropyl)-1-(3-fluorophenyl)-3,4-dihydro-1H-2,1,3-benzothiadiazine 2,2-dioxide), CN (methylamine), Cl (HCl). Product: Cl.FC=1C=C(C=CC1)N1S(N(CC2=C1C=CC=C2)CCCNC)(=O)=O (3-[1-(3-fluorophenyl)-2,2-dioxido-1,4-dihydro-3H-2,1,3-benzothiadiazin-3-yl]-N-methylpropan-1-amine hydrochloride). RXN SMILES: [Cl:1][CH2:2][CH2:3][CH2:4][N:5]1[CH2:10][C:9]2[CH:11]=[CH:12][CH:13]=[CH:14][C:8]=2[N:7]([C:15]2[CH:20]=[CH:19][CH:18]=[C:17]([F:21])[CH:16]=2)[S:6]1(=[O:23])=[O:22].[CH3:24][NH2:25].Cl>>[ClH:1].[F:21][C:17]1[CH:16]=[C:15]([N:7]2[C:8]3[CH:14]=[CH:13][CH:12]=[CH:11][C:9]=3[CH2:10][N:5]([CH2:4][CH2:3][CH2:2][NH:25][CH3:24])[S:6]2(=[O:23])=[O:22])[CH:20]=[CH:19][CH:18]=1 |f:3.4|. Reported procedure: In an analogous manner to Example 1, step 8, 3-(3-chloropropyl)-1-(3-fluorophenyl)-3,4-dihydro-1H-2,1,3-benzothiadiazine 2,2-dioxide (32 mg) was reacted with methylamine and then treated with HCl to provide 3-[1-(3-fluorophenyl)-2,2-dioxido-1,4-dihydro-3H-2,1,3-benzothiadiazin-3-yl]-N-methylpropan-1-amine hydrochloride (26 mg): Reactants: CC(C)(C)O, CCOC(C)=O, Cl, COC(=O)c1c(C)cccc1COC1CCCC(OCc2coc(-c3ccc(F)cc3)n2)C1, [K+], [OH-]. Product: Cc1cccc(COC2CCCC(OCc3coc(-c4ccc(F)cc4)n3)C2)c1C(=O)O. As a reaction SMILES: [C:37]([OH:38])([CH3:39])([CH3:40])[CH3:41].[CH3:42][CH2:43][O:44][C:45](=[O:46])[CH3:47].[ClH:36].[F:1][c:2]1[cH:3][cH:4][c:5](-[c:8]2[o:9][cH:10][c:11]([CH2:13][O:14][CH:15]3[CH2:16][CH:17]([O:21][CH2:22][c:23]4[c:24]([C:25](=[O:26])[O:27][CH3:28])[c:29]([CH3:33])[cH:30][cH:31][cH:32]4)[CH2:18][CH2:19][CH2:20]3)[n:12]2)[cH:6][cH:7]1.[K+:35].[OH-:34]>>[F:1][c:2]1[cH:3][cH:4][c:5](-[c:8]2[o:9][cH:10][c:11]([CH2:13][O:14][CH:15]3[CH2:16][CH:17]([O:21][CH2:22][c:23]4[c:24]([C:25](=[O:26])[OH:27])[c:29]([CH3:33])[cH:30][cH:31][cH:32]4)[CH2:18][CH2:19][CH2:20]3)[n:12]2)[cH:6][cH:7]1. Reactants: ClC=1C=C2C(CCOC2=CC1OC1=CC=C(C(=O)O)C=C1)C(=O)OCC (4-(6-chloro-4-(ethoxycarbonyl)chroman-7-yloxy)benzoic acid), O.ON1N=NC2=C1C=CC=C2 (1-hydroxybenzotriazole hydrate), BrC1=CC(=C(C=C1)CCN)Cl (2-(4-bromo-2-chlorophenyl)ethanamine), Cl.C(C)N=C=NCCCN(C)C (1-ethyl-(3-dimethylaminopropyl)carbodiimide hydrochloride). The solvent is CN(C=O)C (N,N-dimethylformamide), O (water). Conditions: time 17 hour. Product: BrC1=CC(=C(CCNC(=O)C2=CC=C(OC3=C(C=C4C(CCOC4=C3)C(=O)OCC)Cl)C=C2)C=C1)Cl (ethyl 7-(4-(4-bromo-2-chlorophenethylcarbamoyl)phenoxy)-6-chlorochroman-4-carboxylate). Yield: 60.8%. As a reaction SMILES: [Cl:1][C:2]1[CH:3]=[C:4]2[C:9](=[CH:10][C:11]=1[O:12][C:13]1[CH:21]=[CH:20][C:16]([C:17]([OH:19])=O)=[CH:15][CH:14]=1)[O:8][CH2:7][CH2:6][CH:5]2[C:22]([O:24][CH2:25][CH3:26])=[O:23].O.ON1C2C=CC=CC=2N=N1.[Br:38][C:39]1[CH:44]=[CH:43][C:42]([CH2:45][CH2:46][NH2:47])=[C:41]([Cl:48])[CH:40]=1.Cl.C(N=C=NCCCN(C)C)C>CN(C)C=O.O>[Br:38][C:39]1[CH:44]=[CH:43][C:42]([CH2:45][CH2:46][NH:47][C:17]([C:16]2[CH:15]=[CH:14][C:13]([O:12][C:11]3[CH:10]=[C:9]4[C:4]([CH:5]([C:22]([O:24][CH2:25][CH3:26])=[O:23])[CH2:6][CH2:7][O:8]4)=[CH:3][C:2]=3[Cl:1])=[CH:21][CH:20]=2)=[O:19])=[C:41]([Cl:48])[CH:40]=1 |f:1.2,4.5|. Reported procedure: To a stirred solution of 4-(6-chloro-4-(ethoxycarbonyl)chroman-7-yloxy)benzoic acid (Preparation 1) (1.15 g. 3.05 mmol), 1-hydroxybenzotriazole hydrate (0.51 g, 3.4 mmol) and 2-(4-bromo-2-chlorophenyl)ethanamine (0.75 g, 3.2 mmol) in N,N-dimethylformamide (10 mL) at ambient temperature was added solid 1-ethyl-(3-dimethylaminopropyl)carbodiimide hydrochloride (0.70 g, 3.7 mmol). The resulting solution was stirred at ambient temperature for 17 hours, then diluted with water (100 mL) and extracted ... RXN SMILES: [CH2:1]([CH2:2][CH2:3][CH2:4][CH2:5][CH2:6][CH2:7][CH2:8][CH2:9][CH3:10])[O:11][c:12]1[cH:13][cH:14][c:15](-[c:18]2[cH:19][cH:20][c:21]([C:24]#[C:25][CH2:26][CH2:27][CH:28]([CH3:29])[O:30][CH3:31])[cH:22][cH:23]2)[cH:16][cH:17]1.[CH2:40]1[O:41][CH2:42][CH2:43][CH2:44]1.[CH3:34][CH2:35][O:36][C:37](=[O:38])[CH3:39].[H:32][H:33]>>[CH2:1]([CH2:2][CH2:3][CH2:4][CH2:5][CH2:6][CH2:7][CH2:8][CH2:9][CH3:10])[O:11][c:12]1[cH:13][cH:14][c:15](-[c:18]2[cH:19][cH:20][c:21]([CH2:24][CH2:25][CH2:26][CH2:27][CH:28]([CH3:29])[O:30][CH3:31])[cH:22][cH:23]2)[cH:16][cH:17]1. The product is CCCCCCCCCCOc1ccc(-c2ccc(CCCCC(C)OC)cc2)cc1. The reactants are CCCCCCCCCCOc1ccc(-c2ccc(C#CCCC(C)OC)cc2)cc1, C1CCOC1, CCOC(C)=O, [H][H].